This data is from the Open Reaction Database (ORD), a public repository of structured organic reaction records. The task is: describe an organic reaction: reactants, conditions, products, and yield Reactants: N#CC(O)c1ccc(-c2nc3cc(Cl)c(Cl)cc3[nH]2)cc1, C1CCOC1, O, O=S(Cl)Cl. Yields the product N#CC(Cl)c1ccc(-c2nc3cc(Cl)c(Cl)cc3[nH]2)cc1. RXN SMILES: [C:1](#[N:2])[CH:3]([c:4]1[cH:5][cH:6][c:7](-[c:10]2[nH:11][c:12]3[c:13]([n:14]2)[cH:15][c:16]([Cl:20])[c:17]([Cl:19])[cH:18]3)[cH:8][cH:9]1)[OH:21].[O:27]1[CH2:28][CH2:29][CH2:30][CH2:31]1.[OH2:26].[S:22]([Cl:23])([Cl:24])=[O:25]>>[C:1](#[N:2])[CH:3]([c:4]1[cH:5][cH:6][c:7](-[c:10]2[nH:11][c:12]3[c:13]([n:14]2)[cH:15][c:16]([Cl:20])[c:17]([Cl:19])[cH:18]3)[cH:8][cH:9]1)[Cl:24]. Reactants: CCc1cc(SCC=C(c2ccc(F)cc2)c2ccc(F)cc2)ccc1OCC(=O)OC, CCO, Cl, [Na+], [OH-]. Product: CCc1cc(SCC=C(c2ccc(F)cc2)c2ccc(F)cc2)ccc1OCC(=O)O. RXN SMILES: [CH3:1][O:2][C:3]([CH2:4][O:5][c:6]1[c:7]([CH2:30][CH3:31])[cH:8][c:9]([S:12][CH2:13][CH:14]=[C:15]([c:16]2[cH:17][cH:18][c:19]([F:22])[cH:20][cH:21]2)[c:23]2[cH:24][cH:25][c:26]([F:29])[cH:27][cH:28]2)[cH:10][cH:11]1)=[O:32].[CH3:36][CH2:37][OH:38].[ClH:35].[Na+:34].[OH-:33]>>[O:2]=[C:3]([CH2:4][O:5][c:6]1[c:7]([CH2:30][CH3:31])[cH:8][c:9]([S:12][CH2:13][CH:14]=[C:15]([c:16]2[cH:17][cH:18][c:19]([F:22])[cH:20][cH:21]2)[c:23]2[cH:24][cH:25][c:26]([F:29])[cH:27][cH:28]2)[cH:10][cH:11]1)[OH:32]. Reactants: Cc1cc(C(F)(F)F)cnc1C, ClCCl, [Na+], O=C([O-])O, O=C(OO)c1cccc(Cl)c1. Product: Cc1cc(C(F)(F)F)c[n+]([O-])c1C. Reaction SMILES: [CH3:1][c:2]1[n:3][cH:4][c:5]([C:9]([F:10])([F:11])[F:12])[cH:6][c:7]1[CH3:8].[Cl:29][CH2:30][Cl:31].[Na+:28].[O-:24][C:25]([OH:26])=[O:27].[OH:13][O:14][C:15]([c:16]1[cH:17][c:18]([Cl:19])[cH:20][cH:21][cH:22]1)=[O:23]>>[CH3:1][c:2]1[n+:3]([O-:13])[cH:4][c:5]([C:9]([F:10])([F:11])[F:12])[cH:6][c:7]1[CH3:8]. The reactants are BrB(Br)Br, COc1cc([N+](=O)[O-])c(CCCC(=O)O)c([N+](=O)[O-])c1O. Product: O=C(O)CCCc1c([N+](=O)[O-])cc(O)c(O)c1[N+](=O)[O-]. RXN SMILES: [B:22]([Br:23])([Br:24])[Br:25].[N+:1](=[O:2])([O-:3])[c:4]1[c:5]([CH2:16][CH2:17][CH2:18][C:19](=[O:20])[OH:21])[c:6]([N+:13](=[O:14])[O-:15])[cH:7][c:8]([O:11][CH3:12])[c:9]1[OH:10]>>[N+:1](=[O:2])([O-:3])[c:4]1[c:5]([CH2:16][CH2:17][CH2:18][C:19](=[O:20])[OH:21])[c:6]([N+:13](=[O:14])[O-:15])[cH:7][c:8]([OH:11])[c:9]1[OH:10]. Starting materials: C[O-], CO, Cc1nc(Cl)nc(Cl)c1CN(C)C1CCCc2ccccc21, [Na+]. The product is COc1nc(Cl)nc(C)c1CN(C)C1CCCc2ccccc21. Reaction SMILES: [CH3:23][O-:24].[CH3:26][OH:27].[Cl:1][c:2]1[n:3][c:4]([CH3:22])[c:5]([CH2:9][N:10]([CH:11]2[CH2:12][CH2:13][CH2:14][c:15]3[cH:16][cH:17][cH:18][cH:19][c:20]32)[CH3:21])[c:6]([Cl:8])[n:7]1.[Na+:25]>>[Cl:1][c:2]1[n:3][c:4]([CH3:22])[c:5]([CH2:9][N:10]([CH:11]2[CH2:12][CH2:13][CH2:14][c:15]3[cH:16][cH:17][cH:18][cH:19][c:20]32)[CH3:21])[c:6]([O:24][CH3:23])[n:7]1. Starting materials: FC=1C=C(C=CC1C)B(O)O (3-fluoro-4-methylphenylboronic acid), N1N=C(N=C1)C(=O)OC (methyl 1,2,4-triazole-3-carboxylate), ClC=1C=C(C=CC1)N1N=C(N=C1)C(=O)O (1-(3-chloro-phenyl)-1H-[1,2,4]-triazole-3-carboxylic acid). Product: FC=1C=C(C=CC1C)N1N=C(N=C1)C(=O)O (1-(3-Fluoro-4-methyl-phenyl)-1H-[1,2,4]-triazole-3-carboxylic acid). Reaction SMILES: [F:1][C:2]1[CH:3]=[C:4](B(O)O)[CH:5]=[CH:6][C:7]=1[CH3:8].[NH:12]1[CH:16]=[N:15][C:14]([C:17]([O:19]C)=[O:18])=[N:13]1.ClC1C=C(N2C=NC(C(O)=O)=N2)C=CC=1>>[F:1][C:2]1[CH:3]=[C:4]([N:12]2[CH:16]=[N:15][C:14]([C:17]([OH:19])=[O:18])=[N:13]2)[CH:5]=[CH:6][C:7]=1[CH3:8]. Reported procedure: This intermediate was prepared from 3-fluoro-4-methylphenylboronic acid and methyl 1,2,4-triazole-3-carboxylate in two steps according to the preparation of 1-(3-chloro-phenyl)-1H-[1,2,4]-triazole-3-carboxylic acid. The reactants are [C-]#N.[Na+] (sodium cyanide), BrC1=CSC=C1 (3-Bromothiophene), cuprous iodide, [H-].[Na+] (sodium hydride), CN(C=O)C (N,N-dimethylformamide). Solvent: O (water). Run at temperature 120 celsius, time 10 minute. Yields the product C1(CCCC1)OC1=CSC=C1 (3-cyclopentyloxythiopene). Isolated yield 70.0%. As a reaction SMILES: [H-].[Na+].Br[C:4]1[CH:8]=[CH:7][S:6][CH:5]=1.[C-]#N.[Na+].CN(C)[CH:14]=[O:15]>O>[CH:14]1([O:15][C:4]2[CH:8]=[CH:7][S:6][CH:5]=2)[CH2:7][CH2:8][CH2:4][CH2:5]1 |f:0.1,3.4|. Procedure: To a solution of cyclocentanol (8.75 ml, 95.8 mmol) in N,N-dimethylformamide (250 mL) was added sodium hydride (60% dispersion in mineral oil, 3.84 g, 95.8 mmol) at 0-5° C. under nitrogen. After 10 minutes, the mixture was allowed to reach room temperature and stirred for 40 minutes. 3-Bromothiophene (3.59 mL, 38.3 mmol) was added followed by cuprous iodide (14.63 g, 76.8 mmol). The mixture was heated at 120° C. for 22 hours. After cooling to about 10° C., a solution of sodium cyanide (12.1 g, 0... Reactants: CCC1CCC(C2CCC(c3cc(F)c(N(Cc4ccccc4)Cc4ccccc4)c(F)c3)CC2)CC1, C1CCOC1. Yields the product CCC1CCC(C2CCC(c3cc(F)c(N)c(F)c3)CC2)CC1. RXN SMILES: [CH2:1]([N:8]([CH2:2][c:3]1[cH:4][cH:5][cH:6][cH:7][cH:31]1)[c:9]1[c:10]([F:30])[cH:11][c:12]([CH:16]2[CH2:17][CH2:18][CH:19]([CH:22]3[CH2:23][CH2:24][CH:25]([CH2:28][CH3:29])[CH2:26][CH2:27]3)[CH2:20][CH2:21]2)[cH:13][c:14]1[F:15])[c:32]1[cH:33][cH:34][cH:35][cH:36][cH:37]1.[CH2:38]1[O:39][CH2:40][CH2:41][CH2:42]1>>[NH2:8][c:9]1[c:10]([F:30])[cH:11][c:12]([CH:16]2[CH2:17][CH2:18][CH:19]([CH:22]3[CH2:23][CH2:24][CH:25]([CH2:28][CH3:29])[CH2:26][CH2:27]3)[CH2:20][CH2:21]2)[cH:13][c:14]1[F:15].